Dataset: the Open Reaction Database (ORD), a public repository of structured organic reaction records. Task: describe an organic reaction: reactants, conditions, products, and yield Starting materials: O=C1C2=C(NC(N1)=O)NN=C2 (4,5,6,7-tetrahydro-4,6-dioxo-pyrazolo-[3,4-d]-pyrimidine), ketone, C(C)N1C(NC(C2=C1N(N=C2)C)=O)=O (7-ethyl-4,5,6,7-tetrahydro-1-methyl-4,6-dioxo-1H-pyrazolo-[3,4-d]-pyrimidine), ω-ω'-dibromalkane, ω-alkyl, BrCCCBr (1,3-dibromopropane). The product is BrCCCN1C(N(C2=C(C1=O)C=NN2C)CC)=O (5-(3-bromopropyl)-7-ethyl-4,5,6,7-tetrahydro-1-methyl-4,6-dioxo-1H-pyrazolo-[3,4-d]-pyrimidine). As a reaction SMILES: O=C1NC(=O)NC2NN=CC1=2.[CH2:12]([N:14]1[C:19]2[N:20]([CH3:23])[N:21]=[CH:22][C:18]=2[C:17](=[O:24])[NH:16][C:15]1=[O:25])[CH3:13].[Br:26][CH2:27][CH2:28][CH2:29]Br>>[Br:26][CH2:27][CH2:28][CH2:29][N:16]1[C:17](=[O:24])[C:18]2[CH:22]=[N:21][N:20]([CH3:23])[C:19]=2[N:14]([CH2:12][CH3:13])[C:15]1=[O:25]. Reported procedure: Provided one of the residues R1 or R2 is an alkylcarbonylalkyl group, profitably one can proceed in the way, that the corresponding 4,5,6,7-tetrahydro-4,6-dioxo-pyrazolo-[3,4-d]-pyrimidine is alkylated with a ω-ω'-dibromalkane to ω-alkyl derivative which is treated with acetoaceticester and the reaction product is subjected to a ketone decomposition reaction. For example by such a reaction with the 7-ethyl-4,5,6,7-tetrahydro-1-methyl-4,6-dioxo-1H-pyrazolo-[3,4-d]-pyrimidine with 1,3-dibromopropa... Reactants: [OH-].[K+] (KOH), ClC=1C=CC=C2CN(C(C12)=O)[C@@H]1CCC2=CC=C(C=C12)C(=O)OC ((R)-methyl 3-(7-chloro-1-oxoisoindolin-2-yl)-2,3-dihydro-1H-indene-5-carboxylate). Run in C(C)O (ethanol), O (water). Conditions: time 8 hour. Product: ClC=1C=CC=C2CN(C(C12)=O)[C@@H]1CCC2=CC=C(C=C12)C(=O)O ((R)-3-(7-chloro-1-oxoisoindolin-2-yl)-2,3-dihydro-1H-indene-5-carboxylic acid). RXN SMILES: [OH-].[K+].[Cl:3][C:4]1[CH:5]=[CH:6][CH:7]=[C:8]2[C:12]=1[C:11](=[O:13])[N:10]([C@H:14]1[C:22]3[C:17](=[CH:18][CH:19]=[C:20]([C:23]([O:25]C)=[O:24])[CH:21]=3)[CH2:16][CH2:15]1)[CH2:9]2>C(O)C.O>[Cl:3][C:4]1[CH:5]=[CH:6][CH:7]=[C:8]2[C:12]=1[C:11](=[O:13])[N:10]([C@H:14]1[C:22]3[C:17](=[CH:18][CH:19]=[C:20]([C:23]([OH:25])=[O:24])[CH:21]=3)[CH2:16][CH2:15]1)[CH2:9]2 |f:0.1|. Procedure: KOH (1 mol/l aq) (2 eq) was added to a suspension of (R)-methyl 3-(7-chloro-1-oxoisoindolin-2-yl)-2,3-dihydro-1H-indene-5-carboxylate (D-01) (0.42 mmol, 1 eq) in a mixture of ethanol (4 ml) and water (1.6 ml). The reaction mixture was stirred overnight at RT. Ethanol was removed in vacuo, and the residue was taken up in diethyl ether and water. The phases were separated, and the aqueous phase was adjusted to pH 3 with 1N HCl. The aqueous phase was extracted with ethyl acetate (3×) and the combin... Reactants: II (iodine), [I-].[K+] (potassium iodide), OC1=CC=C(C=C1)C(C)=O (4′-hydroxyacetophenone). The solvent is O (water), [NH4+] (ammonium). Reaction conditions: time 22.5 hour. Product: OC1=C(C=C(C=C1)C(C)=O)I (4′-hydroxy-3′-iodoacetophenone). Isolated yield 51.0%. As a reaction SMILES: [OH:1][C:2]1[CH:7]=[CH:6][C:5]([C:8](=[O:10])[CH3:9])=[CH:4][CH:3]=1.[I:11]I.[I-].[K+]>[NH4+].O>[OH:1][C:2]1[CH:7]=[CH:6][C:5]([C:8](=[O:10])[CH3:9])=[CH:4][C:3]=1[I:11] |f:2.3|. Procedure details: 4.08 g (corresponding to 30.0 mmol) of 4′-hydroxyacetophenone was dissolved in 250 mL of 28% aqueous ammonium solution, and a solution of 7.61 g (corresponding to 30.0 mmol) of iodine and 24.3 g (corresponding to 146 mmol) of potassium iodide in 60 mL of water was added thereto. The resulting solution was stirred at room temperature for 22.5 hours. After the completion of the reaction, the reaction mixture was concentrated, diluted with water, and then extracted three times with ethyl acetate. T...